This data is from the Open Reaction Database (ORD), a public repository of structured organic reaction records. The task is: describe an organic reaction: reactants, conditions, products, and yield The reactants are COC1=CC=C(C=C1)S(=O)(=O)CC(C(=O)O)CS(=O)(=O)C1=CC=C(C=C1)OC (2-(4-methoxybenzenesulfonylmethyl)-3-(4-methoxybenzenesulfonyl)-propionic acid), Cl.CN(CCCN=C=NCC)C (1-(3-dimethylaminopropyl)-3-ethylcarbodiimide hydrochloride), Cl.C(C1=CC=CC=C1)NO (benzylhydroxylamine hydrochloride), O1CCCC1 (tetrahydrofuran). The solvent is C(Cl)(Cl)Cl (chloroform). Conditions: time 8 hour. Product: C(C1=CC=CC=C1)ONC(C(CS(=O)(=O)C1=CC=C(C=C1)OC)CS(=O)(=O)C1=CC=C(C=C1)OC)=O (N-benzyloxy-2-(4-methoxybenzenesulfonylmethyl)-3-(4-methoxybenzenesulfonyl)-propionamide). Isolated yield 36.0%. RXN SMILES: [CH3:1][O:2][C:3]1[CH:8]=[CH:7][C:6]([S:9]([CH2:12][CH:13]([CH2:17][S:18]([C:21]2[CH:26]=[CH:25][C:24]([O:27][CH3:28])=[CH:23][CH:22]=2)(=[O:20])=[O:19])[C:14](O)=[O:15])(=[O:11])=[O:10])=[CH:5][CH:4]=1.Cl.CN(C)[CH2:32][CH2:33][CH2:34]N=C=NCC.Cl.C([NH:49]O)C1C=CC=CC=1.[O:51]1[CH2:55][CH2:54][CH2:53][CH2:52]1>C(Cl)(Cl)Cl>[CH2:55]([O:51][NH:49][C:14](=[O:15])[CH:13]([CH2:17][S:18]([C:21]1[CH:22]=[CH:23][C:24]([O:27][CH3:28])=[CH:25][CH:26]=1)(=[O:20])=[O:19])[CH2:12][S:9]([C:6]1[CH:7]=[CH:8][C:3]([O:2][CH3:1])=[CH:4][CH:5]=1)(=[O:10])=[O:11])[C:54]1[CH:34]=[CH:33][CH:32]=[CH:52][CH:53]=1 |f:1.2,3.4|. Procedure: A mixture of 2-(4-methoxybenzenesulfonylmethyl)-3-(4-methoxybenzenesulfonyl)-propionic acid (5.0 g, 12 mmol) in tetrahydrofuran (30 mL), 1-(3-dimethylaminopropyl)-3-ethylcarbodiimide hydrochloride (4.3 g, 23 mmol), benzylhydroxylamine hydrochloride (2.3 g, 14 mmol), and distilled water (30 mL) is stirred overnight. The mixture is filtered to yield a white precipitate which is dissolved in chloroform (200 ml) and filtered. The filtrate is extracted with brine (100 mL) and the organic phase concen... Reactants: C(=O)[O-].[NH4+] (Ammonium formate), C(C)(C)(C)OC(N(CC(C)C)OCC1=CC=CC=C1)=O (tert-butyl-N-benzyloxy-N-(2-methylpropyl)carbamate), C(C)(C)(C)OC(N(CC(C)C)OCC1=CC=CC=C1)=O (tert-butyl-N-benzyloxy-N-(2-methylpropyl)carbamate). Reagents/catalysts: [Pd] (palladium on carbon). The solvent is C(C)O (ethanol). Reaction conditions: time 5 hour. Product: ON(C(OC(C)(C)C)=O)CC(C)C (tert-butyl N-hydroxy-N-(2-methylpropyl)carbamate). Yield: 99.1%. Reaction SMILES: C([O-])=O.[NH4+].[C:5]([O:9][C:10](=[O:24])[N:11]([O:16]CC1C=CC=CC=1)[CH2:12][CH:13]([CH3:15])[CH3:14])([CH3:8])([CH3:7])[CH3:6]>[Pd].C(O)C>[OH:16][N:11]([CH2:12][CH:13]([CH3:15])[CH3:14])[C:10](=[O:24])[O:9][C:5]([CH3:6])([CH3:7])[CH3:8] |f:0.1|. Procedure: Ammonium formate (7.9 g, 125 mmol) and 10% palladium on carbon (2 g) were added to a solution of tert-butyl-N-benzyloxy-N-(2-methylpropyl)carbamate (Compound 54 Part B, 6.27 g, 22.4 mmol) in ethanol (100 mL). The reaction mixture was stirred at ambient temperature for 5 hours then concentrated under vacuum at 50° C. The residue was taken up in methylene chloride, washed with water, dried with magnesium sulfate and then concentrated to provide 4.2 g of tert-butyl N-hydroxy-N-(2-methylpropyl)carba...